Dataset: the Open Reaction Database (ORD), a public repository of structured organic reaction records. Task: describe an organic reaction: reactants, conditions, products, and yield The reactants are Cl (hydrochloric acid), C(=O)(OCC)C(OC1=CC=C(C=C1)CN1C(N(C2=C1C=CC=C2)C(=O)OCC)=O)C2=CC1=C(C=C2)OCO1 (1-[4-(1-carboethoxy-1-(3,4-methylenedioxyphenyl)methoxy)phenylmethyl]-3-carboethoxy-2-benzimidazolinone), C(C)O (ethanol), solution, [OH-].[Na+] (sodium hydroxide). Solvent: C(Cl)Cl (Methylene chloride). Reaction conditions: time 8 hour. Yields the product C(=O)(O)C(OC1=CC=C(C=C1)CN1C(NC2=C1C=CC=C2)=O)C2=CC1=C(C=C2)OCO1 (1-[4-(1-carboxy-1-(3,4-methyl-enedioxyphenyl)methoxy)-phenylmethyl]-2-benzimidazolinone). Yield: 76.5%. Reaction SMILES: [C:1]([CH:6]([C:30]1[CH:35]=[CH:34][C:33]2[O:36][CH2:37][O:38][C:32]=2[CH:31]=1)[O:7][C:8]1[CH:13]=[CH:12][C:11]([CH2:14][N:15]2[C:19]3[CH:20]=[CH:21][CH:22]=[CH:23][C:18]=3[N:17](C(OCC)=O)[C:16]2=[O:29])=[CH:10][CH:9]=1)([O:3]CC)=[O:2].C(O)C.[OH-].[Na+].Cl>C(Cl)Cl>[C:1]([CH:6]([C:30]1[CH:35]=[CH:34][C:33]2[O:36][CH2:37][O:38][C:32]=2[CH:31]=1)[O:7][C:8]1[CH:9]=[CH:10][C:11]([CH2:14][N:15]2[C:19]3[CH:20]=[CH:21][CH:22]=[CH:23][C:18]=3[NH:17][C:16]2=[O:29])=[CH:12][CH:13]=1)([OH:3])=[O:2] |f:2.3|. Procedure details: A round bottom flask was charged with 0.025 g (0.05 mmol) of the product of step C, 0.5 mL of ethanol and the flask and its contents were placed in a sonicator bath. Methylene chloride (0.3 mL) was then added in order to completely dissolve the starting material. Next, 20 μL of a 5.0 N solution of sodium hydroxide were added and the reaction was stirred at room temperature overnight. The reaction mixture was then adjusted to pH=5 with dropwise addition of 6 N hydrochloric acid, and then concentr... Reactants: CO (methanol), C(=O)C1=CC=C(C=C1)N1C(C(=C(C1C1=CC=CC=C1)C(C1=CC=C(C=C1)OC)=O)O)=O (1-(4-formylphenyl)-3-hydroxy-4-(4-methoxybenzoyl)-5-phenyl-1,5-dihydropyrrol-2-one), [Cl-].CO[NH3+] (O-methylhydroxylammonium chloride), C(C)(=O)[O-].[Na+] (sodium acetate). Run in O (Water). The product is OC=1C(N(C(C1C(C1=CC=C(C=C1)OC)=O)C1=CC=CC=C1)C1=CC=C(C=C1)C=NOC)=O (3-hydroxy-4-(4-methoxybenzoyl)-1-(4-methoxyiminomethylphenyl)-5-phenyl-1,5-dihydro-pyrrol-2-one). Yield: 2.9%. RXN SMILES: CO.[CH:3]([C:5]1[CH:10]=[CH:9][C:8]([N:11]2[CH:15]([C:16]3[CH:21]=[CH:20][CH:19]=[CH:18][CH:17]=3)[C:14]([C:22](=[O:31])[C:23]3[CH:28]=[CH:27][C:26]([O:29][CH3:30])=[CH:25][CH:24]=3)=[C:13]([OH:32])[C:12]2=[O:33])=[CH:7][CH:6]=1)=O.[Cl-].[CH3:35][O:36][NH3+:37].C([O-])(=O)C.[Na+]>O>[OH:32][C:13]1[C:12](=[O:33])[N:11]([C:8]2[CH:7]=[CH:6][C:5]([CH:3]=[N:37][O:36][CH3:35])=[CH:10][CH:9]=2)[CH:15]([C:16]2[CH:21]=[CH:20][CH:19]=[CH:18][CH:17]=2)[C:14]=1[C:22](=[O:31])[C:23]1[CH:28]=[CH:27][C:26]([O:29][CH3:30])=[CH:25][CH:24]=1 |f:2.3,4.5|. Procedure details: To the 0.1M methanol solution of 1-(4-formylphenyl)-3-hydroxy-4-(4-methoxybenzoyl)-5-phenyl-1,5-dihydropyrrol-2-one (1 mL, 0.1 mmol) was added O-methylhydroxylammonium chloride (0.025 g, 0.3 mmol) and sodium acetate (0.025 g, 0.3 mmol). The mixture was stirred under reflux for 3 hr. Water (50 mL) was added to the mixture, which was then extracted with ethyl acetate (50 mL). The organic layer was washed with brine (50 mL), dried over anhydrous magnesium sulfate, and concentrated under reduced pre... Starting materials: C1CCOC1, CCCCCCCCCCOc1cnc(-c2ccc(C=CCCO)cc2)nc1. The product is CCCCCCCCCCOc1cnc(-c2ccc(CCCCO)cc2)nc1. RXN SMILES: [O:29]1[CH2:30][CH2:31][CH2:32][CH2:33]1.[OH:1][CH2:2][CH2:3][CH:4]=[CH:5][c:6]1[cH:7][cH:8][c:9](-[c:12]2[n:13][cH:14][c:15]([O:18][CH2:19][CH2:20][CH2:21][CH2:22][CH2:23][CH2:24][CH2:25][CH2:26][CH2:27][CH3:28])[cH:16][n:17]2)[cH:10][cH:11]1>>[OH:1][CH2:2][CH2:3][CH2:4][CH2:5][c:6]1[cH:7][cH:8][c:9](-[c:12]2[n:13][cH:14][c:15]([O:18][CH2:19][CH2:20][CH2:21][CH2:22][CH2:23][CH2:24][CH2:25][CH2:26][CH2:27][CH3:28])[cH:16][n:17]2)[cH:10][cH:11]1. The reactants are FC1=CC=C(C=C1)CC1=CN=C2C(=C(C(N(C2=C1)CCN1C(CCCC1)=O)=O)C(=O)OCC)O (ethyl 7-[(4-fluorophenyl)methyl]-4-hydroxy-2-oxo-1-[2-(2-oxo-1-piperidinyl)ethyl]-1,2-dihydro-1,5-naphthyridine-3-carboxylate), CC(C)OCCCN (3-[(1-methylethyl)oxy]-1-propanamine). The product is FC1=CC=C(C=C1)CC1=CN=C2C(=C(C(N(C2=C1)CCN1C(CCCC1)=O)=O)C(=O)NCCCOC(C)C)O (7-[(4-Fluorophenyl)methyl]-4-hydroxy-N-{3-[(1-methylethyl)oxy]propyl}-2-oxo-1-[2-(2-oxo-1-piperidinyl)ethyl]-1,2-dihydro-1,5-naphthyridine-3-carboxamide). As a reaction SMILES: [F:1][C:2]1[CH:7]=[CH:6][C:5]([CH2:8][C:9]2[CH:18]=[C:17]3[C:12]([C:13]([OH:34])=[C:14]([C:29](OCC)=[O:30])[C:15](=[O:28])[N:16]3[CH2:19][CH2:20][N:21]3[CH2:26][CH2:25][CH2:24][CH2:23][C:22]3=[O:27])=[N:11][CH:10]=2)=[CH:4][CH:3]=1.[CH3:35][CH:36]([O:38][CH2:39][CH2:40][CH2:41][NH2:42])[CH3:37]>>[F:1][C:2]1[CH:7]=[CH:6][C:5]([CH2:8][C:9]2[CH:18]=[C:17]3[C:12]([C:13]([OH:34])=[C:14]([C:29]([NH:42][CH2:41][CH2:40][CH2:39][O:38][CH:36]([CH3:37])[CH3:35])=[O:30])[C:15](=[O:28])[N:16]3[CH2:19][CH2:20][N:21]3[CH2:26][CH2:25][CH2:24][CH2:23][C:22]3=[O:27])=[N:11][CH:10]=2)=[CH:4][CH:3]=1. Procedure details: This compound was prepared from ethyl 7-[(4-fluorophenyl)methyl]-4-hydroxy-2-oxo-1-[2-(2-oxo-1-piperidinyl)ethyl]-1,2-dihydro-1,5-naphthyridine-3-carboxylate and 3-[(1-methylethyl)oxy]-1-propanamine using methods similar to Example 563 to provide a white solid: ES+ MS: 539 (M+H+). Reactants: FC1=NC=CN=C1I (2-fluoro-3-iodopyrazine), O1CCC(=CC1)B1OC(C(O1)(C)C)(C)C (2-(3,6-dihydro-2H-pyran-4-yl)-4,4,5,5-tetramethyl-1,3,2-dioxaborolane), trans-dichlorobis(triphenylphosphine) palladium (II), C([O-])([O-])=O.[Na+].[Na+] (sodium carbonate). The solvent is COCCOC (DME), O (water), O (water). Run at temperature 80 celsius, time 8 hour. The product is O1CCC(=CC1)C1=NC=CN=C1F (2-(3,6-dihydro-2H-pyran-4-yl)-3-fluoropyrazine). As a reaction SMILES: [F:1][C:2]1[C:7](I)=[N:6][CH:5]=[CH:4][N:3]=1.[O:9]1[CH2:14][CH:13]=[C:12](B2OC(C)(C)C(C)(C)O2)[CH2:11][CH2:10]1.C(=O)([O-])[O-].[Na+].[Na+]>COCCOC.O>[O:9]1[CH2:10][CH:11]=[C:12]([C:7]2[C:2]([F:1])=[N:3][CH:4]=[CH:5][N:6]=2)[CH2:13][CH2:14]1 |f:2.3.4|. Reported procedure: To a glass microwave vial was added 2-fluoro-3-iodopyrazine (1.6485 g, 7.36 mmol), 2-(3,6-dihydro-2H-pyran-4-yl)-4,4,5,5-tetramethyl-1,3,2-dioxaborolane (2.319 g, 11.04 mmol), trans-dichlorobis(triphenylphosphine) palladium (II) (0.413 g, 0.589 mmol), and sodium carbonate (3.90 g, 36.8 mmol) in DME (19.63 mL) and water (4.91 mL) to stir at 80° C. overnight. The reaction mixture was diluted with water and extracted with dichloromethane. The organic extract was washed with water, sat NaCl, dried w... The reactants are Fc1cc(F)c(Cl)c(F)c1, [Cu+2], [Cu], O, O=S(=O)([O-])[O-], [Zn], [Zn]. Yields the product Fc1cc(F)cc(F)c1. As a reaction SMILES: [Cl:1][c:2]1[c:3]([F:10])[cH:4][c:5]([F:9])[cH:6][c:7]1[F:8].[Cu+2:18].[Cu:11].[OH2:20].[S:13]([O-:14])([O-:15])(=[O:16])=[O:17].[Zn:12].[Zn:19]>>[cH:2]1[c:3]([F:10])[cH:4][c:5]([F:9])[cH:6][c:7]1[F:8].